This data is from the Open Reaction Database (ORD), a public repository of structured organic reaction records. The task is: describe an organic reaction: reactants, conditions, products, and yield Reactants: CC1(C)C2CCC1(CS(=O)(=O)O)C(=O)C2, CCOCC, CCO, Cc1ccccc1, CCCCCC, Nc1ccc(Oc2cc(NC(=O)N3CCC(CN4CCCC4)CC3)ncn2)c(F)c1, O=C(Cc1ccccc1)N=C=S. Product: O=C(Cc1ccccc1)NC(=S)Nc1ccc(Oc2cc(NC(=O)N3CCC(CN4CCCC4)CC3)ncn2)c(F)c1. RXN SMILES: [C:31]12([CH2:32][S:33]([OH:34])(=[O:35])=[O:36])[C:37]([CH3:38])([CH3:39])[CH:40]([CH2:41][CH2:42]1)[CH2:43][C:44]2=[O:45].[CH3:58][CH2:59][O:60][CH2:61][CH3:62].[CH3:63][CH2:64][OH:65].[CH3:66][c:67]1[cH:68][cH:69][cH:70][cH:71][cH:72]1.[CH3:73][CH2:74][CH2:75][CH2:76][CH2:77][CH3:78].[NH2:1][c:2]1[cH:3][c:4]([F:30])[c:5]([O:6][c:7]2[cH:8][c:9]([NH:13][C:14](=[O:15])[N:16]3[CH2:17][CH2:18][CH:19]([CH2:22][N:23]4[CH2:24][CH2:25][CH2:26][CH2:27]4)[CH2:20][CH2:21]3)[n:10][cH:11][n:12]2)[cH:28][cH:29]1.[c:46]1([CH2:52][C:53](=[O:54])[N:55]=[C:56]=[S:57])[cH:47][cH:48][cH:49][cH:50][cH:51]1>>[NH:1]([c:2]1[cH:3][c:4]([F:30])[c:5]([O:6][c:7]2[cH:8][c:9]([NH:13][C:14](=[O:15])[N:16]3[CH2:17][CH2:18][CH:19]([CH2:22][N:23]4[CH2:24][CH2:25][CH2:26][CH2:27]4)[CH2:20][CH2:21]3)[n:10][cH:11][n:12]2)[cH:28][cH:29]1)[C:56]([NH:55][C:53]([CH2:52][c:46]1[cH:47][cH:48][cH:49][cH:50][cH:51]1)=[O:54])=[S:57]. Starting materials: CC#N, O=CO, Nc1cc(N2CCNC(=O)CC2)nc2c(-c3cnc4ccccc4c3)cnn12, O=C1CCC(=O)N1Br. Product: Nc1c(Br)c(N2CCNC(=O)CC2)nc2c(-c3cnc4ccccc4c3)cnn12. Reaction SMILES: [CH3:40][C:41]#[N:42].[CH:9]([OH:10])=[O:11].[NH2:12][c:13]1[cH:14][c:15]([N:32]2[CH2:33][CH2:34][NH:35][C:36](=[O:39])[CH2:37][CH2:38]2)[n:16][c:17]2[n:18]1[n:19][cH:20][c:21]2-[c:22]1[cH:23][n:24][c:25]2[cH:26][cH:27][cH:28][cH:29][c:30]2[cH:31]1.[O:1]=[C:2]1[N:3]([Br:8])[C:4](=[O:5])[CH2:6][CH2:7]1>>[Br:8][c:14]1[c:13]([NH2:12])[n:18]2[c:17]([n:16][c:15]1[N:32]1[CH2:33][CH2:34][NH:35][C:36](=[O:39])[CH2:37][CH2:38]1)[c:21](-[c:22]1[cH:23][n:24][c:25]3[cH:26][cH:27][cH:28][cH:29][c:30]3[cH:31]1)[cH:20][n:19]2.